Task: describe an organic reaction: reactants, conditions, products, and yield. Dataset: the Open Reaction Database (ORD), a public repository of structured organic reaction records The reactants are CCOC(=O)CBr, O=c1ccc(Br)c[nH]1, [H-], [Na+], CN(C)C=O. Product: CCOC(=O)Cn1cc(Br)ccc1=O. As a reaction SMILES: [Br:11][CH2:12][C:13](=[O:14])[O:15][CH2:16][CH3:17].[Br:1][c:2]1[cH:3][cH:4][c:5](=[O:8])[nH:6][cH:7]1.[H-:10].[Na+:9].[O:18]=[CH:19][N:20]([CH3:21])[CH3:22]>>[Br:1][c:2]1[cH:3][cH:4][c:5](=[O:8])[n:6]([CH2:12][C:13](=[O:14])[O:15][CH2:16][CH3:17])[cH:7]1. The reactants are C1(=CC=CC=C1)N1C(C(=C(C=C1)CCC=1N=NNC1)OC)=O (1-Phenyltriazolylethyl-3-methoxypyridine-2-one), B(Br)(Br)Br (BBr3), CO (MeOH). The solvent is C(Cl)Cl (CH2Cl2). Run at time 48 hour. The product is C1(=CC=CC=C1)N1C(C(=C(C=C1)CCC=1N=NNC1)O)=O (1-Phenyltriazolylethyl-3-hydroxypyridine-2-one). The yield is 82.8%. Reaction SMILES: [C:1]1([N:7]2[CH:12]=[CH:11][C:10]([CH2:13][CH2:14][C:15]3[N:16]=[N:17][NH:18][CH:19]=3)=[C:9]([O:20]C)[C:8]2=[O:22])[CH:6]=[CH:5][CH:4]=[CH:3][CH:2]=1.B(Br)(Br)Br.CO>C(Cl)Cl>[C:1]1([N:7]2[CH:12]=[CH:11][C:10]([CH2:13][CH2:14][C:15]3[N:16]=[N:17][NH:18][CH:19]=3)=[C:9]([OH:20])[C:8]2=[O:22])[CH:2]=[CH:3][CH:4]=[CH:5][CH:6]=1. Reported procedure: To a solution of 158a (0.10 g, 0.338 mmol) in dry CH2Cl2 (8 mL) was slowly added 1M BBr3 (1.2 equiv) at −30° C. under argon atmosphere. The reaction mixture was stirred for 48 h at room temperature. The mixture was again cooled to −30° C. and the MeOH (5 mL) was slowly added to the mixture. After evaporation of solvent, the residue was adjusted to pH 7 with 1M NaOH and then extracted with CHCl3 (30 mL×3). The combined organic layer dried over Na2SO4 to give 79 mg (83%) of 159a as slightly browni...